From a dataset of the Open Reaction Database (ORD), a public repository of structured organic reaction records. describe an organic reaction: reactants, conditions, products, and yield Reactants: CCCn1c(CCOc2ccc(CC(C)(OC)C(=O)OCC)cc2)cn(Cc2ccc(C)cc2)c1=O, CCO, Cl, [Na+], [OH-]. Product: CCCn1c(CCOc2ccc(CC(C)(OC)C(=O)O)cc2)cn(Cc2ccc(C)cc2)c1=O. Reaction SMILES: [CH2:1]([CH3:2])[O:3][C:4]([C:5]([CH2:6][c:7]1[cH:8][cH:9][c:10]([O:13][CH2:14][CH2:15][c:16]2[n:17]([CH2:30][CH2:31][CH3:32])[c:18](=[O:29])[n:19]([CH2:21][c:22]3[cH:23][cH:24][c:25]([CH3:28])[cH:26][cH:27]3)[cH:20]2)[cH:11][cH:12]1)([CH3:33])[O:34][CH3:35])=[O:36].[CH3:40][CH2:41][OH:42].[ClH:39].[Na+:38].[OH-:37]>>[O:3]=[C:4]([C:5]([CH2:6][c:7]1[cH:8][cH:9][c:10]([O:13][CH2:14][CH2:15][c:16]2[n:17]([CH2:30][CH2:31][CH3:32])[c:18](=[O:29])[n:19]([CH2:21][c:22]3[cH:23][cH:24][c:25]([CH3:28])[cH:26][cH:27]3)[cH:20]2)[cH:11][cH:12]1)([CH3:33])[O:34][CH3:35])[OH:36]. Starting materials: CO, [Na+], CN(C)C(=O)c1ccc(-c2cc(NC(=O)C3(c4ccc5c(c4)OCO5)CC3)ccc2CC#N)cc1, [OH-], OO. Yields the product CN(C)C(=O)c1ccc(-c2cc(NC(=O)C3(c4ccc5c(c4)OCO5)CC3)ccc2CC(N)=O)cc1. RXN SMILES: [CH3:40][OH:41].[Na+:39].[O:1]1[CH2:2][O:3][c:4]2[c:5]1[cH:6][cH:7][c:8]([C:10]1([C:13](=[O:14])[NH:15][c:16]3[cH:17][cH:18][c:19]([CH2:33][C:34]#[N:35])[c:20](-[c:22]4[cH:23][cH:24][c:25]([C:28](=[O:29])[N:30]([CH3:31])[CH3:32])[cH:26][cH:27]4)[cH:21]3)[CH2:11][CH2:12]1)[cH:9]2.[OH-:38].[OH:36][OH:37]>>[O:1]1[CH2:2][O:3][c:4]2[c:5]1[cH:6][cH:7][c:8]([C:10]1([C:13](=[O:14])[NH:15][c:16]3[cH:17][cH:18][c:19]([CH2:33][C:34]([NH2:35])=[O:36])[c:20](-[c:22]4[cH:23][cH:24][c:25]([C:28](=[O:29])[N:30]([CH3:31])[CH3:32])[cH:26][cH:27]4)[cH:21]3)[CH2:11][CH2:12]1)[cH:9]2.